Dataset: the Open Reaction Database (ORD), a public repository of structured organic reaction records. Task: describe an organic reaction: reactants, conditions, products, and yield Reactants: CC1(C)OCC(=CCn2cnc3c(Cl)nc(N)nc32)CO1, C1CCOC1. Product: CC1(C)OCC(CCn2cnc3c(Cl)nc(N)nc32)CO1. As a reaction SMILES: [CH3:1][C:2]1([CH3:21])[O:3][CH2:4][C:5](=[CH:8][CH2:9][n:10]2[c:11]3[n:12][c:13]([NH2:20])[n:14][c:15]([Cl:19])[c:16]3[n:17][cH:18]2)[CH2:6][O:7]1.[O:22]1[CH2:23][CH2:24][CH2:25][CH2:26]1>>[CH3:1][C:2]1([CH3:21])[O:3][CH2:4][CH:5]([CH2:8][CH2:9][n:10]2[c:11]3[n:12][c:13]([NH2:20])[n:14][c:15]([Cl:19])[c:16]3[n:17][cH:18]2)[CH2:6][O:7]1. The reactants are COC[C@H]1[C@@]([C@H]1/C=C/C(=C/C(=O)O)/C)(C1=CC(=CC(=C1)C(C)C)C(C)C)C ((+)-(1S, 2R, 3R)-5-[3-Methoxymethyl-2-methyl-2-(3,5-diisopropyl-phenyl)-cyclopropyl]-3-methyl-penta-2E,4E-dienoic acid), COC[C@@H]1[C@@]([C@H]1/C=C/C(=C/C(=O)OCC)/C)(C1=CC(=CC(=C1)C(C)C)C(C)C)C (Ethyl (+)-(1S, 2R, 3S)-5-[3-methoxymethyl-2-methyl-2-(3,5-diisopropyl-phenyl)-cyclopropyl]-3-methyl-penta-2E,4E-dienoate). The product is COC[C@@H]1[C@@]([C@H]1/C=C/C(=C/C(=O)O)/C)(C1=CC(=CC(=C1)C(C)C)C(C)C)C ((+)-(1s, 2R, 3S)-5-[3-Methoxymethyl-2-methyl-2-(3,5-diisopropyl-phenyl)-cyclopropy]-3-methyl-penta-2E,4E-dienoic Acid). Isolated yield 47.0%. As a reaction SMILES: [CH3:1][O:2][CH2:3][C@@H:4]1[C@H:6](/[CH:7]=[CH:8]/[C:9](/[CH3:14])=[CH:10]/[C:11]([OH:13])=[O:12])[C@@:5]1([CH3:27])[C:15]1[CH:20]=[C:19]([CH:21]([CH3:23])[CH3:22])[CH:18]=[C:17]([CH:24]([CH3:26])[CH3:25])[CH:16]=1.COC[C@H]1[C@H](/C=C/C(/C)=C/C(OCC)=O)[C@@]1(C)C1C=C(C(C)C)C=C(C(C)C)C=1>>[CH3:1][O:2][CH2:3][C@H:4]1[C@H:6](/[CH:7]=[CH:8]/[C:9](/[CH3:14])=[CH:10]/[C:11]([OH:13])=[O:12])[C@@:5]1([CH3:27])[C:15]1[CH:16]=[C:17]([CH:24]([CH3:25])[CH3:26])[CH:18]=[C:19]([CH:21]([CH3:23])[CH3:22])[CH:20]=1. Reported procedure: Following a procedure similar to that for the preparation of Compound 28 but using Compound 26a as the starting material afforded the title compound (8 mg, 47% yield) as a white solid: Starting materials: BrC=1C=C2C(=CN1)N(N=C2C2=C(C=CC=C2)F)C2OCCCC2 (5-bromo-3-(2-fluorophenyl)-1-(tetrahydro-2H-pyran-2-yl)-1H-pyrazolo[3,4-c]pyridine), O1C(CCCC1)N1C=NC=C1B1OC(C(O1)(C)C)(C)C (1-(tetrahydro-2H-pyran-2-yl)-5-(4,4,5,5-tetramethyl-1,3,2-dioxaborolan-2-yl)-1H-imidazole), [F-].[Cs+] (CsF), CN(C)C=O (DMF). The reagents and catalysts are C=1C=CC(=CC1)[P](C=2C=CC=CC2)(C=3C=CC=CC3)[Pd]([P](C=4C=CC=CC4)(C=5C=CC=CC5)C=6C=CC=CC6)([P](C=7C=CC=CC7)(C=8C=CC=CC8)C=9C=CC=CC9)[P](C=1C=CC=CC1)(C=1C=CC=CC1)C=1C=CC=CC1 (Pd(PPh3)4), [Cu]I (CuI). Solvent: O (water). Conditions: temperature 90 celsius. The product is FC1=C(C=CC=C1)C1=NN(C2=CN=C(C=C21)C2=CN=CN2C2OCCCC2)C2OCCCC2 (3-(2-fluorophenyl)-1-(tetrahydro-2H-pyran-2-yl)-5-(1-(tetrahydro-2H-pyran-2-yl)-1H-imidazol-5-yl)-1H-pyrazolo[3,4-c]pyridine). Isolated yield 55.9%. RXN SMILES: Br[C:2]1[CH:3]=[C:4]2[C:10]([C:11]3[CH:16]=[CH:15][CH:14]=[CH:13][C:12]=3[F:17])=[N:9][N:8]([CH:18]3[CH2:23][CH2:22][CH2:21][CH2:20][O:19]3)[C:5]2=[CH:6][N:7]=1.[O:24]1[CH2:29][CH2:28][CH2:27][CH2:26][CH:25]1[N:30]1[C:34](B2OC(C)(C)C(C)(C)O2)=[CH:33][N:32]=[CH:31]1.[F-].[Cs+].CN(C=O)C>C1C=CC([P]([Pd]([P](C2C=CC=CC=2)(C2C=CC=CC=2)C2C=CC=CC=2)([P](C2C=CC=CC=2)(C2C=CC=CC=2)C2C=CC=CC=2)[P](C2C=CC=CC=2)(C2C=CC=CC=2)C2C=CC=CC=2)(C2C=CC=CC=2)C2C=CC=CC=2)=CC=1.[Cu]I.O>[F:17][C:12]1[CH:13]=[CH:14][CH:15]=[CH:16][C:11]=1[C:10]1[C:4]2[C:5](=[CH:6][N:7]=[C:2]([C:34]3[N:30]([CH:25]4[CH2:26][CH2:27][CH2:28][CH2:29][O:24]4)[CH:31]=[N:32][CH:33]=3)[CH:3]=2)[N:8]([CH:18]2[CH2:23][CH2:22][CH2:21][CH2:20][O:19]2)[N:9]=1 |f:2.3,^1:54,56,75,94|. Reported procedure: To a 100 mL of round bottom flask was added 5-bromo-3-(2-fluorophenyl)-1-(tetrahydro-2H-pyran-2-yl)-1H-pyrazolo[3,4-c]pyridine (150 mg, 0.40 mmol), 1-(tetrahydro-2H-pyran-2-yl)-5-(4,4,5,5-tetramethyl-1,3,2-dioxaborolan-2-yl)-1H-imidazole (222 mg, 0.80 mmol), Pd(PPh3)4(33 mg, 0.04 mmol), CsF (152 mg, 1 mmol), CuI (8 mg, 0.04 mmol) and DMF (6 mL). The reaction mixture was heated at 90° C. under nitrogen for overnight. The resulting mixture was poured into 50 mL of water and extracted with ethyl ac... Starting materials: C(C1=CC=CC=C1)OC1=C(C=C(C=O)C=C1)OCCCOC (4-(Benzyloxy)-3-(3-methoxypropoxy)benzaldehyde), C1(CC1)N (cyclopropylamine). Yields the product C(C1=CC=CC=C1)OC1=C(C=C(CNC2CC2)C=C1)OCCCOC (N-[4-(benzyloxy)-3-(3-methoxypropoxy)benzyl]cyclopropanamine). RXN SMILES: [CH2:1]([O:8][C:9]1[CH:16]=[CH:15][C:12]([CH:13]=O)=[CH:11][C:10]=1[O:17][CH2:18][CH2:19][CH2:20][O:21][CH3:22])[C:2]1[CH:7]=[CH:6][CH:5]=[CH:4][CH:3]=1.[CH:23]1([NH2:26])[CH2:25][CH2:24]1>>[CH2:1]([O:8][C:9]1[CH:16]=[CH:15][C:12]([CH2:13][NH:26][CH:23]2[CH2:25][CH2:24]2)=[CH:11][C:10]=1[O:17][CH2:18][CH2:19][CH2:20][O:21][CH3:22])[C:2]1[CH:7]=[CH:6][CH:5]=[CH:4][CH:3]=1. Procedure details: 4-(Benzyloxy)-3-(3-methoxypropoxy)benzaldehyde (945 mg) and cyclopropylamine (0.44 ml) were treated in the same manner as Reference Example 1 to give N-[4-(benzyloxy)-3-(3-methoxypropoxy)benzyl]cyclopropanamine (947 mg) as a colorless oil. Reactants: NC(Cc1ccc(O)cc1)C(=O)O, NC(Cc1ccc(O)cc1)C(=O)O, O. Yields the product O=NNC(Cc1ccc(O)cc1)C(=O)O. As a reaction SMILES: [NH2:14][CH:15]([C:16](=[O:17])[OH:18])[CH2:19][c:20]1[cH:21][cH:22][c:23]([OH:24])[cH:25][cH:26]1.[NH2:1][CH:2]([CH2:3][c:4]1[cH:5][cH:6][c:7]([OH:8])[cH:9][cH:10]1)[C:11]([OH:12])=[O:13].[OH2:27]>>[NH:1]([CH:2]([CH2:3][c:4]1[cH:5][cH:6][c:7]([OH:8])[cH:9][cH:10]1)[C:11]([OH:12])=[O:13])[N:14]=[O:27]. The reactants are [Br-], CC(C)(C)OC(=O)N1CCC(=O)CC1, C[Mg+], CCOCC, [Cl-], [NH4+], O. Yields the product CC1(O)CCN(C(=O)OC(C)(C)C)CC1. As a reaction SMILES: [Br-:15].[C:1]([CH3:2])([CH3:3])([CH3:4])[O:5][C:6](=[O:7])[N:8]1[CH2:9][CH2:10][C:11](=[O:14])[CH2:12][CH2:13]1.[CH3:16][Mg+:17].[CH3:21][CH2:22][O:23][CH2:24][CH3:25].[Cl-:19].[NH4+:20].[OH2:18]>>[C:1]([CH3:2])([CH3:3])([CH3:4])[O:5][C:6](=[O:7])[N:8]1[CH2:9][CH2:10][C:11]([OH:14])([CH3:16])[CH2:12][CH2:13]1. Reactants: COCCO (2-methoxyethanol), CC(C)([O-])C.[K+] (potassium tert-butoxide), ClC1=CC=NC2=C(C=CC=C12)NC(C1=C(C=CC=C1Cl)Cl)=O (4-chloro-8-(2,6-dichlorobenzoylamino)quinoline). Solvent: C(C)(=O)OCC (ethyl acetate), CN1C(CCC1)=O (N-methylpyrrolidone). Reaction conditions: time 30 minute. The product is ClC1=C(C(=O)NC=2C=CC=C3C(=CC=NC23)OCCOC)C(=CC=C1)Cl (8-(2,6-dichlorobenzoylamino)-4-(2-methoxyethoxy)quinoline). Yield: 78.6%. As a reaction SMILES: [CH3:1][O:2][CH2:3][CH2:4][OH:5].CC(C)([O-])C.[K+].Cl[C:13]1[C:22]2[C:17](=[C:18]([NH:23][C:24](=[O:33])[C:25]3[C:30]([Cl:31])=[CH:29][CH:28]=[CH:27][C:26]=3[Cl:32])[CH:19]=[CH:20][CH:21]=2)[N:16]=[CH:15][CH:14]=1>CN1CCCC1=O.C(OCC)(=O)C>[Cl:32][C:26]1[CH:27]=[CH:28][CH:29]=[C:30]([Cl:31])[C:25]=1[C:24]([NH:23][C:18]1[CH:19]=[CH:20][CH:21]=[C:22]2[C:17]=1[N:16]=[CH:15][CH:14]=[C:13]2[O:5][CH2:4][CH2:3][O:2][CH3:1])=[O:33] |f:1.2|. Procedure details: To a stirred solution of 2-methoxyethanol (130 mg) in N-methylpyrrolidone (2 ml) was added potassium tert-butoxide (172 mg) under ice-cooling, and the mixture was stirred for 30 minutes at ambient temperature. To the mixture was added 4-chloro-8-(2,6-dichlorobenzoylamino)quinoline (200 mg), and the mixture was stirred for 5 hours at 80° C. The mixture was diluted with ethyl acetate, washed with water and brine, dried over magnesium sulfate and evaporated in vacuo. The residue was recrystallized ...